From a dataset of the Open Reaction Database (ORD), a public repository of structured organic reaction records. describe an organic reaction: reactants, conditions, products, and yield Starting materials: COC1=NC(=CC(=C1[N+](=O)[O-])N)C1=C(C=CC=C1)C(F)(F)F (2-methoxy-3-nitro-6-(2-trifluoromethyl-phenyl)-pyridin-4-ylamine), [H-].[Na+] (NaH), C(C)(C)(C)C=1C(=C(N(N1)C)C(=O)O)Cl (5-tert-Butyl-4-chloro-2-methyl-2H-pyrazole-3-carboxylic acid), C(C(=O)Cl)(=O)Cl (oxalyl chloride). Reagents/catalysts: CN(C)C=O (DMF). The solvent is C1CCOC1 (THF), C(Cl)Cl (DCM). Reaction conditions: time 1 hour. Product: COC1=NC(=CC(=C1[N+](=O)[O-])NC(=O)C=1N(N=C(C1Cl)C(C)(C)C)C)C1=C(C=CC=C1)C(F)(F)F (5-tert-butyl-4-chloro-2-methyl-2H-pyrazole-3-carboxylic acid [2-methoxy-3-nitro-6-(2-trifluoromethyl-phenyl)-pyridin-4-yl]-amide). RXN SMILES: [CH3:1][O:2][C:3]1[C:8]([N+:9]([O-:11])=[O:10])=[C:7]([NH2:12])[CH:6]=[C:5]([C:13]2[CH:18]=[CH:17][CH:16]=[CH:15][C:14]=2[C:19]([F:22])([F:21])[F:20])[N:4]=1.[H-].[Na+].[C:25]([C:29]1[C:30]([Cl:38])=[C:31]([C:35](O)=[O:36])[N:32]([CH3:34])[N:33]=1)([CH3:28])([CH3:27])[CH3:26].C(Cl)(=O)C(Cl)=O>C1COCC1.C(Cl)Cl.CN(C=O)C>[CH3:1][O:2][C:3]1[C:8]([N+:9]([O-:11])=[O:10])=[C:7]([NH:12][C:35]([C:31]2[N:32]([CH3:34])[N:33]=[C:29]([C:25]([CH3:27])([CH3:26])[CH3:28])[C:30]=2[Cl:38])=[O:36])[CH:6]=[C:5]([C:13]2[CH:18]=[CH:17][CH:16]=[CH:15][C:14]=2[C:19]([F:22])([F:20])[F:21])[N:4]=1 |f:1.2|. Reported procedure: A solution of 2-methoxy-3-nitro-6-(2-trifluoromethyl-phenyl)-pyridin-4-ylamine (162 mg, 0.517 mmol, prepared as described in Example 5, Step B above) in THF (10 mL) was treated with NaH (62.1 mg, 1.55 mmol, 60% dispersion in oil) at room temperature, and the mixture was allowed to stir for 1 h. Simultaneously, a solution of 5-tert-butyl-4-chloro-2-methyl-2H-pyrazole-3-carboxylic acid (168 mg, 0.776 mmol, prepared as described in Example B above) in anhydrous DCM (10 mL) was treated with oxalyl c... Reactants: C(C)(=O)OCC(C(CN1C(CN=C(C2=C1C=CC(=C2)Cl)C2=C(C=CC=C2)F)=O)O)O (1-(4-acetoxy-2,3-dihydroxybutyl)-7-chloro-5-(2-fluorophenyl)-1, 3-dihydro-2H-1,4-benzodiazepin-2-one), N (ammonia). Run in CO (methanol). Run at time 16 hour. Yields the product ClC=1C=CC2=C(C(=NCC(N2CC(C(CO)O)O)=O)C2=C(C=CC=C2)F)C1 (7-chloro-5-(2-fluorophenyl)-1,3-dihydro-1-(2,3,4-trihydroxybutyl)-2H-1,4-benzodiazepin-2-one). Reaction SMILES: C([O:4][CH2:5][CH:6]([OH:30])[CH:7]([OH:29])[CH2:8][N:9]1[C:15]2[CH:16]=[CH:17][C:18]([Cl:20])=[CH:19][C:14]=2[C:13]([C:21]2[CH:26]=[CH:25][CH:24]=[CH:23][C:22]=2[F:27])=[N:12][CH2:11][C:10]1=[O:28])(=O)C.N>CO>[Cl:20][C:18]1[CH:17]=[CH:16][C:15]2[N:9]([CH2:8][CH:7]([OH:29])[CH:6]([OH:30])[CH2:5][OH:4])[C:10](=[O:28])[CH2:11][N:12]=[C:13]([C:21]3[CH:26]=[CH:25][CH:24]=[CH:23][C:22]=3[F:27])[C:14]=2[CH:19]=1. Procedure details: 14 g of 1-(4-acetoxy-2,3-dihydroxybutyl)-7-chloro-5-(2-fluorophenyl)-1, 3-dihydro-2H-1,4-benzodiazepin-2-one are dissolved in 30 ml of methanol, treated with 15 ml of 25% aqueous ammonia and stirred at room temperature for 16 hours. The mixture is then evaporated to dryness and chromatographed on silica gel with ethyl acetate/methanol (9:1 ). The pure fractions are combined and evaporated. There is obtained 7-chloro-5-(2-fluorophenyl)-1,3-dihydro-1-(2,3,4-trihydroxybutyl)-2H-1,4-benzodiazepin-2-... Reactants: O=C1Nc2ncc(Br)cc2C1(Br)Br, C1CCOC1, [Cl-], [NH4+], [Zn]. Yields the product O=C1Cc2cc(Br)cnc2N1. As a reaction SMILES: [Br:1][C:2]1([Br:13])[C:3](=[O:12])[NH:4][c:5]2[n:6][cH:7][c:8]([Br:11])[cH:9][c:10]21.[CH2:16]1[O:17][CH2:18][CH2:19][CH2:20]1.[Cl-:14].[NH4+:15].[Zn:21]>>[CH2:2]1[C:3](=[O:12])[NH:4][c:5]2[n:6][cH:7][c:8]([Br:11])[cH:9][c:10]21. The reactants are ClC1=NC=C(C=C1)I (2-chloro-5-iodopyridine), FC(C(C(=O)[O-])(F)F)(F)F.[Na+] (sodium pentafluoropropionate), C=1(C(=CC=CC1)C)C (xylene), CN1C(CCC1)=O (N-methylpyrrolidone). The reagents and catalysts are [Cu]I (copper (I) iodide). Run in O (water). Run at temperature 160 celsius. Product: ClC1=NC=C(C=C1)C(C(F)(F)F)(F)F (2-chloro-5-pentafluoroethyl pyridine). Reaction SMILES: [Cl:1][C:2]1[CH:7]=[CH:6][C:5](I)=[CH:4][N:3]=1.[F:9][C:10]([F:18])([F:17])[C:11]([F:16])([F:15])C([O-])=O.[Na+].C1(C)C(C)=CC=CC=1.CN1CCCC1=O>[Cu]I.O>[Cl:1][C:2]1[CH:7]=[CH:6][C:5]([C:11]([F:16])([F:15])[C:10]([F:18])([F:17])[F:9])=[CH:4][N:3]=1 |f:1.2|. Procedure: A mixture of 2-chloro-5-iodopyridine (20.0 g), sodium pentafluoropropionate (77.8 g), copper (I) iodide (31.8 g), xylene (84 ml) and N-methylpyrrolidone (84 ml) was heated to 160° C., and stirred while heating under reflux 6 hours. The reaction mixture was cooled to room temperature, and water was poured thereto. Then, the mixture was extracted with methyl-tert-butyl ether. The organic layer was dried over sodium sulfate, and concentrated under reduced pressure to give 2-chloro-5-pentafluoroethy...